This data is from the Open Reaction Database (ORD), a public repository of structured organic reaction records. The task is: describe an organic reaction: reactants, conditions, products, and yield Starting materials: COC(C)(C)C, CC(=O)O, N#CC(=O)c1ccccc1, O=S(=O)(O)O. Yields the product CC(C)(C)NC(=O)C(=O)c1ccccc1. RXN SMILES: [CH3:11][O:12][C:13]([CH3:14])([CH3:15])[CH3:16].[CH3:22][C:23](=[O:24])[OH:25].[O:1]=[C:2]([C:3]#[N:4])[c:5]1[cH:6][cH:7][cH:8][cH:9][cH:10]1.[S:17]([OH:18])(=[O:19])(=[O:20])[OH:21]>>[O:1]=[C:2]([C:3]([NH:4][C:13]([CH3:14])([CH3:15])[CH3:16])=[O:18])[c:5]1[cH:6][cH:7][cH:8][cH:9][cH:10]1. Starting materials: CC#N, CC(=O)Nc1ccn(CCCCl)c(=O)n1, [N-]=[N+]=[N-], [Na+]. The product is CC(=O)Nc1ccn(CCCN=[N+]=[N-])c(=O)n1. As a reaction SMILES: [CH3:20][C:21]#[N:22].[Cl:1][CH2:2][CH2:3][CH2:4][n:5]1[c:6](=[O:7])[n:8][c:9]([NH:10][C:11]([CH3:12])=[O:13])[cH:14][cH:15]1.[N-:17]=[N+:18]=[N-:19].[Na+:16]>>[CH2:2]([CH2:3][CH2:4][n:5]1[c:6](=[O:7])[n:8][c:9]([NH:10][C:11]([CH3:12])=[O:13])[cH:14][cH:15]1)[N:17]=[N+:18]=[N-:19].